From a dataset of the Open Reaction Database (ORD), a public repository of structured organic reaction records. describe an organic reaction: reactants, conditions, products, and yield Starting materials: CCCCCCCCCCCCSc1nnc(S)s1, N#Cc1nccnc1Cl, [H-], [Na+], CN(C)C=O, c1ccccc1. The product is CCCCCCCCCCCCSc1nnc(Sc2nccnc2C#N)s1. Reaction SMILES: [CH2:1]([CH2:2][CH2:3][CH2:4][CH2:5][CH2:6][CH2:7][CH2:8][CH2:9][CH2:10][CH2:11][CH3:12])[S:13][c:14]1[n:15][n:16][c:17]([SH:19])[s:18]1.[Cl:22][c:23]1[c:24]([C:29]#[N:30])[n:25][cH:26][cH:27][n:28]1.[H-:21].[Na+:20].[O:31]=[CH:32][N:33]([CH3:34])[CH3:35].[cH:36]1[cH:37][cH:38][cH:39][cH:40][cH:41]1>>[CH2:1]([CH2:2][CH2:3][CH2:4][CH2:5][CH2:6][CH2:7][CH2:8][CH2:9][CH2:10][CH2:11][CH3:12])[S:13][c:14]1[n:15][n:16][c:17]([S:19][c:23]2[c:24]([C:29]#[N:30])[n:25][cH:26][cH:27][n:28]2)[s:18]1. Reactants: COC(=O)C=1C=C2CCN(C2=CC1)C(=O)OC(C)(C)C (2,3-dihydro-indole-1,5-dicarboxylic acid 1-tert-butyl ester 5-methyl ester), [OH-].[Na+] (sodium hydroxide), [OH-].[Na+] (sodium hydroxide). Solvent: CO (methanol). Yields the product C(C)(C)(C)OC(=O)N1CCC2=CC(=CC=C12)C(=O)O (2,3-Dihydro-indole-1,5-dicarboxylic acid 1-tert-butyl ester). Yield: 68.7%. As a reaction SMILES: C[O:2][C:3]([C:5]1[CH:6]=[C:7]2[C:11](=[CH:12][CH:13]=1)[N:10]([C:14]([O:16][C:17]([CH3:20])([CH3:19])[CH3:18])=[O:15])[CH2:9][CH2:8]2)=[O:4].[OH-].[Na+]>CO>[C:17]([O:16][C:14]([N:10]1[C:11]2[C:7](=[CH:6][C:5]([C:3]([OH:4])=[O:2])=[CH:13][CH:12]=2)[CH2:8][CH2:9]1)=[O:15])([CH3:20])([CH3:18])[CH3:19] |f:1.2|. Procedure details: A solution of 2,3-dihydro-indole-1,5-dicarboxylic acid 1-tert-butyl ester 5-methyl ester (2.3 g, 8.29 mmol) in methanol (30 mL) was treated with 3 N aqueous sodium hydroxide (2.77 mL, 8.29 mmol) and heated at reflux for 4 hours. An additional portion of 3N aqueous sodium hydroxide (1.38 mL, 4.14 mmol) was added and the solution was heated at reflux for an additional 28 hours. The solution was concentrated in vacuo and then diluted with water. The resultant solution was neutralized with 2N hydroc... The reactants are CC(C)C[AlH]CC(C)C (DIBAL-H), solution, NC(C#N)(C)C1=CC(=CC=C1)Cl (2-amino-2-(3-chloro-phenyl)-propionitrile). The solvent is C1(=CC=CC=C1)C (toluene), C1(=CC=CC=C1)C (toluene). Reaction conditions: time 17 hour. Yields the product ClC=1C=C(C=CC1)C(CN)(C)N (2-(3-Chloro-phenyl)-propane-1,2-diamine). RXN SMILES: [NH2:1][C:2]([C:6]1[CH:11]=[CH:10][CH:9]=[C:8]([Cl:12])[CH:7]=1)([CH3:5])[C:3]#[N:4].CC(C[AlH]CC(C)C)C>C1(C)C=CC=CC=1>[Cl:12][C:8]1[CH:7]=[C:6]([C:2]([NH2:1])([CH3:5])[CH2:3][NH2:4])[CH:11]=[CH:10][CH:9]=1. Reported procedure: A solution of compound 2-amino-2-(3-chloro-phenyl)-propionitrile (8.0 g) in toluene (60 mL) was cooled to −78° C. and DIBAL-H solution (132 mL of a 1M solution in toluene) was added to it drop wise under nitrogen. The reaction mixture was slowly warmed to room temperature and then left at stirring for 17 h. Reaction was monitored by TLC. After completion, the reaction mixture was quenched with 30 mL methanol and then 100 mL water. All solvents were evaporated and the crude mass was taken in 50 m... Starting materials: COc1ncc(Br)cc1C(=O)O, CNc1ccc(OC)cc1. Reagents/catalysts: [B-](F)(F)(F)F.CN(C)C(=[N+](C)C)ON1C(=O)C2=CC=CC=C2N=N1 (TDBTU), CCN(C(C)C)C(C)C (DIPEA). The solvent is CN(C)C=O (DMF), CN(C)C=O (DMF), CN(C)C=O (DMF), CN(C)C=O (DMF), CN(C)C=O (DMF), CN(C)C=O (DMF). Conditions: temperature 25 celsius, time 2 hour. Product: COc1ccc(N(C)C(=O)c2cc(Br)cnc2OC)cc1. The yield is 43.4%. As a reaction SMILES: CNc1ccc(OC)cc1.COc1ncc(Br)cc1C(=O)O.[B-](F)(F)(F)F.CN(C)C(=[N+](C)C)ON1C(=O)C2=CC=CC=C2N=N1.CCN(C(C)C)C(C)C.CN(C)C=O>>COc1ccc(N(C)C(=O)c2cc(Br)cnc2OC)cc1. Reactants: C(C)C1=CC=C(C=C1)[N+](=O)[O-] (1-ethyl-4-nitro-benzene), BrN1C(CCC1=O)=O (N-bromosuccinimide). Solvent: C(Cl)(Cl)(Cl)Cl (carbon tetrachloride), hexanes. Product: BrC(C)C1=CC=C(C=C1)[N+](=O)[O-] (1-(1-bromo-ethyl)-4-nitro-benzene). Reagents/catalysts: C(C1=CC=CC=C1)(=O)OOC(C1=CC=CC=C1)=O (benzoylperoxide). Procedure: A mixture of 1-ethyl-4-nitro-benzene (3.4 mL, 25 mmol), N-bromosuccinimide (4.38 g, 24.6 mmol) and benzoylperoxide (0.04 g, 0.18 mmol) in carbon tetrachloride (30 mL) was refluxed 1 h, cooled and filtered, washing with 1:1 ethyl acetate:hexanes. The filtrate was evaporated and purified by flash chromatography (SiO2) eluted with 2:98 ethyl acetate:hexanes to provide 1-(1-bromo-ethyl)-4-nitro-benzene (5.18 g, 90% yield) as a yellow oil. 1H-NMR (CDCl3, 500 MHz) 8.22 (d, 2H), 7.62 (d, 2H), 5.22 (q, ... Isolated yield 91.5%. RXN SMILES: [CH2:1]([C:3]1[CH:8]=[CH:7][C:6]([N+:9]([O-:11])=[O:10])=[CH:5][CH:4]=1)[CH3:2].[Br:12]N1C(=O)CCC1=O>C(Cl)(Cl)(Cl)Cl.C(OOC(=O)C1C=CC=CC=1)(=O)C1C=CC=CC=1>[Br:12][CH:1]([C:3]1[CH:4]=[CH:5][C:6]([N+:9]([O-:11])=[O:10])=[CH:7][CH:8]=1)[CH3:2]. Starting materials: [H-].[Al+3].[Li+].[H-].[H-].[H-] (lithium aluminium hydride), C1(=CC=CC=C1)C1=CC(=NO1)C(=O)OCC (ethyl 5-phenylisoxazole-3-carboxylate), [H-].[Al+3].[Li+].[H-].[H-].[H-] (lithium aluminium hydride). Solvent: CCOCC (ether), CCOCC (ether). Run at time 0.5 hour. The product is OCC1=NOC(=C1)C1=CC=CC=C1 (3-hydroxymethyl-5-phenylisoxazole). The yield is 44.4%. As a reaction SMILES: [C:1]1([C:7]2[O:11][N:10]=[C:9]([C:12](OCC)=[O:13])[CH:8]=2)[CH:6]=[CH:5][CH:4]=[CH:3][CH:2]=1.[H-].[Al+3].[Li+].[H-].[H-].[H-]>CCOCC>[OH:13][CH2:12][C:9]1[CH:8]=[C:7]([C:1]2[CH:2]=[CH:3][CH:4]=[CH:5][CH:6]=2)[O:11][N:10]=1 |f:1.2.3.4.5.6|. Procedure details: A solution of ethyl 5-phenylisoxazole-3-carboxylate (5.90 g, 27 mmol) in ether (30 ml) was added dropwise to a suspension of lithium aluminium hydride in ether (20 ml). When addition was complete, the mixture was heated at reflux for 1 h then a further quantity of lithium aluminium hydride (0.25 g) was added and reflux continued for 0.5 h. The reaction was cautiously quenched with 2% sulphuric acid and the ether layer separated, dried (MgSO4) and the solvent removed under reduced pressure to yie... Starting materials: ClCCl, CS(=O)(=O)Cl, CCOCC, CCC(N)Cc1sccc1Cl, c1ccncc1. The product is CCC(Cc1sccc1Cl)NS(C)(=O)=O. RXN SMILES: [CH2:23]([Cl:24])[Cl:25].[CH3:18][S:19]([Cl:20])(=[O:21])=[O:22].[CH3:26][CH2:27][O:28][CH2:29][CH3:30].[Cl:1][c:2]1[c:3]([CH2:7][CH:8]([CH2:9][CH3:10])[NH2:11])[s:4][cH:5][cH:6]1.[cH:12]1[cH:13][cH:14][n:15][cH:16][cH:17]1>>[Cl:1][c:2]1[c:3]([CH2:7][CH:8]([CH2:9][CH3:10])[NH:11][S:19]([CH3:18])(=[O:21])=[O:22])[s:4][cH:5][cH:6]1.